From a dataset of the Open Reaction Database (ORD), a public repository of structured organic reaction records. describe an organic reaction: reactants, conditions, products, and yield Reactants: O=C1CCC(=O)N1Br, O=C(OOC(=O)c1ccccc1)c1ccccc1, COCCOc1cc(Br)ccc1C, Clc1ccccc1. Product: COCCOc1cc(Br)ccc1CBr. Reaction SMILES: [Br:14][N:15]1[C:16](=[O:17])[CH2:18][CH2:19][C:20]1=[O:21].[C:22]([O:23][O:24][C:25](=[O:26])[c:27]1[cH:28][cH:29][cH:30][cH:31][cH:32]1)(=[O:33])[c:34]1[cH:35][cH:36][cH:37][cH:38][cH:39]1.[CH3:1][c:2]1[c:3]([O:9][CH2:10][CH2:11][O:12][CH3:13])[cH:4][c:5]([Br:8])[cH:6][cH:7]1.[Cl:40][c:41]1[cH:42][cH:43][cH:44][cH:45][cH:46]1>>[CH2:1]([c:2]1[c:3]([O:9][CH2:10][CH2:11][O:12][CH3:13])[cH:4][c:5]([Br:8])[cH:6][cH:7]1)[Br:14]. Reactants: CO, COc1ccc(C(C)CNCC#N)cc1OC1CCCC1, N. The product is COc1ccc(C(C)CNCCN)cc1OC1CCCC1. Reaction SMILES: [CH3:23][OH:24].[CH:1]1([O:6][c:7]2[cH:8][c:9]([CH:15]([CH2:16][NH:17][CH2:18][C:19]#[N:20])[CH3:21])[cH:10][cH:11][c:12]2[O:13][CH3:14])[CH2:2][CH2:3][CH2:4][CH2:5]1.[NH3:22]>>[CH:1]1([O:6][c:7]2[cH:8][c:9]([CH:15]([CH2:16][NH:17][CH2:18][CH2:19][NH2:20])[CH3:21])[cH:10][cH:11][c:12]2[O:13][CH3:14])[CH2:2][CH2:3][CH2:4][CH2:5]1. The reactants are O=C1N2C3=C(C=C(C=C3CC1)C(=O)[C@@H]1CC[C@H](CC1)CNC(C)=O)CC2 (trans-N-({4-[(4-oxo-1,2,5,6-tetrahydro-4H-pyrrolo[3,2,1-ij]quinolin-8-yl)carbonyl]cyclohexyl}methyl)acetamide), Cl (hydrochloric acid). Run at temperature 140 celsius, time 12 hour. The product is Cl.NC[C@@H]1CC[C@H](CC1)C(=O)C=1C=C2CCC(N3C2=C(C1)CC3)=O (trans-8-{[4-(Aminomethyl)cyclohexyl]carbonyl}-1,2,5,6-tetrahydro-4H-pyrrolo[3,2,1-ij]quinolin-4-one hydrochloride). RXN SMILES: [O:1]=[C:2]1[CH2:11][CH2:10][C:9]2[C:4]3=[C:5]([CH2:25][CH2:26][N:3]13)[CH:6]=[C:7]([C:12]([C@H:14]1[CH2:19][CH2:18][C@H:17]([CH2:20][NH:21]C(=O)C)[CH2:16][CH2:15]1)=[O:13])[CH:8]=2.[ClH:27]>>[ClH:27].[NH2:21][CH2:20][C@H:17]1[CH2:18][CH2:19][C@H:14]([C:12]([C:7]2[CH:8]=[C:9]3[C:4]4=[C:5]([CH2:25][CH2:26][N:3]4[C:2](=[O:1])[CH2:11][CH2:10]3)[CH:6]=2)=[O:13])[CH2:15][CH2:16]1 |f:2.3|. Procedure: Concentrated hydrochloric acid (100 ml) was added to trans-N-({4-[(4-oxo-1,2,5,6-tetrahydro-4H-pyrrolo[3,2,1-ij]quinolin-8-yl)carbonyl]cyclohexyl}methyl)acetamide (12.0 g) obtained in Reference Example 77, and the mixture was stirred at 140° C. for 12 hours. Hydrochloric acid was evaporated under reduced pressure to give white powders. Further recrystallization from water-isopropyl ether afforded the title compound as colorless crystals (9.40 g) having a melting point of 255 to 257° C. The reactants are NCCC(P(O)(=O)O)(P(O)(=O)O)O (3-amino-1-hydroxypropane-1,1-diphosphonic acid), [OH-].[Na+] (sodium hydroxide). Run in O (water). Conditions: temperature 52 celsius, time 8 hour. Yields the product NCCC(P([O-])(=O)[O-])(P(O)(=O)O)O.[Na+].[Na+] (Disodium 3-amino-1-hydroxypropane-1,1-diphosphonate). Reaction SMILES: [NH2:1][CH2:2][CH2:3][C:4]([OH:13])([P:9]([OH:12])(=[O:11])[OH:10])[P:5]([OH:8])(=[O:7])[OH:6].[OH-].[Na+:15]>O>[NH2:1][CH2:2][CH2:3][C:4]([OH:13])([P:5]([OH:8])(=[O:6])[OH:7])[P:9]([O-:12])(=[O:10])[O-:11].[Na+:15].[Na+:15] |f:1.2,4.5.6|. Procedure: 77.1 g of 3-amino-1-hydroxypropane-1,1-diphosphonic acid are suspended in 250 ml of demineralised water, and while stirring vigorously, 65.6 g of 40% aqueous sodium hydroxide solution are added. The rate of addition thereof is so regulated that the temperature of the reaction mixture during neutralisation rises to approximately 50° C. The reaction mixture is heated to 52° C. and inoculated and allowed to cool slowly to room temperature and left to stand overnight; the resulting salt cake is filt... Reactants: CCOC(=O)C1=CC=2C(=NC=C(C2)OC(C2=CC=CC=C2)=O)N1C(=O)OC(C)(C)C (5-benzoyloxy-pyrrolo[2,3-b]pyridine-1,2-dicarboxylic acid 1-tert-butyl ester 2-ethyl ester), C(C)(C)(C)OC(=O)N1C[C@H]2CC3=CC(=C(N=C3N2[C@@H](C1)C)CC)Br ((4R,9aR)-7-bromo-6-ethyl-4-methyl-3,4,9,9a-tetrahydro-1H-2,4a,5-triaza-fluorene-2-carboxylic acid tert-butyl ester). The product is C(C)(C)(C)OC(=O)N1C[C@H]2CC3=CC(=C(N=C3N2[C@@H](C1)C)CC)C=O ((4R,9aR)-6-Ethyl-7-formyl-4-methyl-3,4,9,9a-tetrahydro-1H-2,4a,5-triaza-fluorene-2-carboxylic acid tert-butyl ester). Reaction SMILES: C[CH2:2][O:3]C(C1N(C(OC(C)(C)C)=O)C2=NC=C(OC(=O)C3C=CC=CC=3)C=C2C=1)=O.[C:31]([O:35][C:36]([N:38]1[CH2:50][C@@H:49]([CH3:51])[N:48]2[C@H:40]([CH2:41][C:42]3[C:47]2=[N:46][C:45]([CH2:52][CH3:53])=[C:44](Br)[CH:43]=3)[CH2:39]1)=[O:37])([CH3:34])([CH3:33])[CH3:32]>>[C:31]([O:35][C:36]([N:38]1[CH2:50][C@@H:49]([CH3:51])[N:48]2[C@H:40]([CH2:41][C:42]3[C:47]2=[N:46][C:45]([CH2:52][CH3:53])=[C:44]([CH:2]=[O:3])[CH:43]=3)[CH2:39]1)=[O:37])([CH3:34])([CH3:33])[CH3:32]. Procedure details: This compound was prepared in analogy to example 15, intermediate c) from (4R,9aR)-7-bromo-6-ethyl-4-methyl-3,4,9,9a-tetrahydro-1H-2,4a,5-triaza-fluorene-2-carboxylic acid tert-butyl ester. Starting materials: FC(C(=O)O)(F)F.C(C)S(=O)(=O)N1CCC(CC1)C1=CNC2=C(C=C(C=C12)C1=CC(=CC(=C1)CNC)F)C(=O)N (3-[1-(ethylsulfonyl)-4-piperidinyl]-5-{3-fluoro-5-[(methylamino)methyl]phenyl}-1H-indole-7-carboxamide trifluoroacetate), CN (methanamine). The product is FC(C(=O)O)(F)F.C(C)S(=O)(=O)N1CCC(CC1)C1=CNC2=C(C=C(C=C12)C1=CC(=CC(=C1)CNCCC)F)C(=O)N (3-[1-(ethylsulfonyl)-4-piperidinyl]-5-{3-fluoro-5-[(propylamino)methyl]phenyl}-1H-indole-7-carboxamide trifluoroacetate). The yield is 72.0%. Reaction SMILES: [F:1][C:2]([F:7])([F:6])[C:3]([OH:5])=[O:4].[CH2:8]([S:10]([N:13]1[CH2:18][CH2:17][CH:16]([C:19]2[C:27]3[C:22](=[C:23]([C:38]([NH2:40])=[O:39])[CH:24]=[C:25]([C:28]4[CH:33]=[C:32]([CH2:34][NH:35][CH3:36])[CH:31]=[C:30]([F:37])[CH:29]=4)[CH:26]=3)[NH:21][CH:20]=2)[CH2:15][CH2:14]1)(=[O:12])=[O:11])[CH3:9].CN>>[F:1][C:2]([F:7])([F:6])[C:3]([OH:5])=[O:4].[CH2:8]([S:10]([N:13]1[CH2:18][CH2:17][CH:16]([C:19]2[C:27]3[C:22](=[C:23]([C:38]([NH2:40])=[O:39])[CH:24]=[C:25]([C:28]4[CH:33]=[C:32]([CH2:34][NH:35][CH2:36][CH2:2][CH3:3])[CH:31]=[C:30]([F:37])[CH:29]=4)[CH:26]=3)[NH:21][CH:20]=2)[CH2:15][CH2:14]1)(=[O:11])=[O:12])[CH3:9] |f:0.1,3.4|. Reported procedure: The title compound was prepared according to the general procedure of 3-[1-(ethylsulfonyl)-4-piperidinyl]-5-{3-fluoro-5-[(methylamino)methyl]phenyl}-1H-indole-7-carboxamide trifluoroacetate, substituting propylamine (21 mg, 0.42 mmol) for methanamine to afford 31 mg of the title compound (72%).